Dataset: the Open Reaction Database (ORD), a public repository of structured organic reaction records. Task: describe an organic reaction: reactants, conditions, products, and yield Starting materials: C1(CCCC1)OC=1C=C(C=CC1OC)C(CC=O)C#C ((+/-)-3-(3-cyclopentyloxy-4-methoxyphenyl)pent-4-ynal), IC1=CC(=CC=C1)C1=NOC(=N1)C (1-iodo-3-(5-methyl-[1,2,4]oxadiazol-3-yl)benzene), tetrakistriphenylphosphine palladium (0). Reagents/catalysts: [Cu]I (copper(I)iodide). Solvent: C(C)N(CC)CC (triethylamine). Reaction conditions: temperature 80 celsius. Yields the product C1(CCCC1)OC=1C=C(C=CC1OC)C(CC=O)C#CC1=CC(=CC=C1)C1=NOC(=N1)C ((+/-)-3-(3-cyclopentyloxy-4methoxyphenyl)-5-[3-(5-methyl[1,2,4]oxadiazol-3-yl)phenyl]pent-4-ynal). Yield: 70.0%. RXN SMILES: [CH:1]1([O:6][C:7]2[CH:8]=[C:9]([CH:15]([C:19]#[CH:20])[CH2:16][CH:17]=[O:18])[CH:10]=[CH:11][C:12]=2[O:13][CH3:14])[CH2:5][CH2:4][CH2:3][CH2:2]1.I[C:22]1[CH:27]=[CH:26][CH:25]=[C:24]([C:28]2[N:32]=[C:31]([CH3:33])[O:30][N:29]=2)[CH:23]=1>C(N(CC)CC)C.[Cu]I>[CH:1]1([O:6][C:7]2[CH:8]=[C:9]([CH:15]([C:19]#[C:20][C:26]3[CH:27]=[CH:22][CH:23]=[C:24]([C:28]4[N:32]=[C:31]([CH3:33])[O:30][N:29]=4)[CH:25]=3)[CH2:16][CH:17]=[O:18])[CH:10]=[CH:11][C:12]=2[O:13][CH3:14])[CH2:2][CH2:3][CH2:4][CH2:5]1. Reported procedure: A mixture (+/-)-3-(3-cyclopentyloxy-4-methoxyphenyl)pent-4-ynal (0.20 g, 0.73 mmol) and 1-iodo-3-(5-methyl-[1,2,4]oxadiazol-3-yl)benzene (0.21 g, 0.73 mmol) and trace tetrakistriphenylphosphine palladium (0) and trace copper(I)iodide in triethylamine (5 mL)under an argon atmosphere was heated at 80° C. for 0.25 h. The mixture was cooled to room temperature and was evaporated. The residue was purified by flash chromatography (silica gel, 35% EtOAc/Hex) to provide the title compound as a yellow oi... The reactants are ClCCl, CN(C)CCC1Cc2ccccc2C(C)(O)c2ccccc21, [K+], [OH-]. Yields the product C=C1c2ccccc2CC(CCN(C)C)c2ccccc21. Reaction SMILES: [CH2:25]([Cl:26])[Cl:27].[CH3:1][N:2]([CH2:3][CH2:4][CH:5]1[CH2:6][c:7]2[c:8]([cH:18][cH:19][cH:20][cH:21]2)[C:9]([OH:16])([CH3:17])[c:10]2[c:11]1[cH:12][cH:13][cH:14][cH:15]2)[CH3:22].[K+:24].[OH-:23]>>[CH3:1][N:2]([CH2:3][CH2:4][CH:5]1[CH2:6][c:7]2[c:8]([cH:18][cH:19][cH:20][cH:21]2)[C:9](=[CH2:17])[c:10]2[c:11]1[cH:12][cH:13][cH:14][cH:15]2)[CH3:22]. Starting materials: COCCBr (2-bromoethyl methyl ether), C(C)(C)(C)C1=CC=C(C=C1)/C=C/C(=O)NC=1C=C2C=CNC2=CC1 ((2E)-3-[4-(tert-butyl)phenyl]-N-indol-5-ylprop-2-enamide). Yields the product C(C)(C)(C)C1=CC=C(C=C1)/C=C/C(=O)NC=1C=C2C=CN(C2=CC1)CCOC ((2E)-3-[4-(tert-Butyl)phenyl]-N-[1-(2-methoxyethyl)indol-5-yl]prop-2-enamide). As a reaction SMILES: [CH3:1][O:2][CH2:3][CH2:4]Br.[C:6]([C:10]1[CH:15]=[CH:14][C:13](/[CH:16]=[CH:17]/[C:18]([NH:20][C:21]2[CH:22]=[C:23]3[C:27](=[CH:28][CH:29]=2)[NH:26][CH:25]=[CH:24]3)=[O:19])=[CH:12][CH:11]=1)([CH3:9])([CH3:8])[CH3:7]>>[C:6]([C:10]1[CH:11]=[CH:12][C:13](/[CH:16]=[CH:17]/[C:18]([NH:20][C:21]2[CH:22]=[C:23]3[C:27](=[CH:28][CH:29]=2)[N:26]([CH2:4][CH2:3][O:2][CH3:1])[CH:25]=[CH:24]3)=[O:19])=[CH:14][CH:15]=1)([CH3:9])([CH3:7])[CH3:8]. Procedure details: Analogous to the procedure used to prepare Example 70, 2-bromoethyl methyl ether (140 mg, 1.0 mmol, Aldrich) and (2E)-3-[4-(tert-butyl)phenyl]-N-indol-5-ylprop-2-enamide, Example 161, (320 mg, 0.01 mmol) provided, after purification by silica gel chromatography (65:35 hexane:EtOAc), the title compound as a pale yellow solid. MP 138° C. MS (ESI, pos. ion) m/z: 377 (M+1). Starting materials: [Al+3], CCOC(C)=O, [Cl-], [Cl-], [Cl-], COc1ccc(C(=O)c2ccc(Cl)c(Cl)c2)c(Cl)c1Cl, Cl, c1ccccc1. The product is O=C(c1ccc(Cl)c(Cl)c1)c1ccc(O)c(Cl)c1Cl. As a reaction SMILES: [Al+3:22].[CH2:26]([O:27][C:28](=[O:29])[CH3:30])[CH3:31].[Cl-:21].[Cl-:23].[Cl-:24].[Cl:1][c:2]1[c:3]([C:4](=[O:5])[c:6]2[cH:7][c:8]([Cl:13])[c:9]([Cl:12])[cH:10][cH:11]2)[cH:14][cH:15][c:16]([O:19][CH3:20])[c:17]1[Cl:18].[ClH:25].[cH:32]1[cH:33][cH:34][cH:35][cH:36][cH:37]1>>[Cl:1][c:2]1[c:3]([C:4](=[O:5])[c:6]2[cH:7][c:8]([Cl:13])[c:9]([Cl:12])[cH:10][cH:11]2)[cH:14][cH:15][c:16]([OH:19])[c:17]1[Cl:18]. Reactants: C(C)[C@]12C(CC=C2C2=C(CC1)C=1C=CC(=CC1CC2)OC)=O (13β-ethyl-3-methoxygona-1,3,5(10),8,14-pentaen-17-one), [H][H] (hydrogen). The reagents and catalysts are [Ni] (Raney nickel). Run in O1CCOCC1 (dioxan). The product is C(C)[C@]12C(CC[C@H]2C2=C(CC1)C=1C=CC(=CC1CC2)OC)=O (13β-Ethyl-3-methoxygona-1,3,5(10),8-tetraen-17-one). The yield is 59.6%. As a reaction SMILES: [CH2:1]([C@:3]12[CH2:11][CH2:10][C:9]3[C:12]4[CH:13]=[CH:14][C:15]([O:20][CH3:21])=[CH:16][C:17]=4[CH2:18][CH2:19][C:8]=3[C:7]1=[CH:6][CH2:5][C:4]2=[O:22])[CH3:2].[H][H]>O1CCOCC1.[Ni]>[CH2:1]([C@:3]12[CH2:11][CH2:10][C:9]3[C:12]4[CH:13]=[CH:14][C:15]([O:20][CH3:21])=[CH:16][C:17]=4[CH2:18][CH2:19][C:8]=3[C@@H:7]1[CH2:6][CH2:5][C:4]2=[O:22])[CH3:2]. Procedure details: Dissolve 13β-ethyl-3-methoxygona-1,3,5(10),8,14-pentaen-17-one (2 g) in dioxan (50 cc) containing Raney nickel (ca. 0.5 g) of moderate activity and shake with hydrogen until 160 cc., the amount corresponding to one molecular proportion has been absorbed. Recrystallize the isolated product from methanol to obtain the title product (1.2 g), m.p. 110°-125°; ultraviolet absorption peak at 280 mμ (ε13,200). Solvent: COCCOC (1,2-dimethoxyethane). Reported procedure: A solution of ethyl 2-amino-5-(2-bromoacetyl)-4-thiazolecarboxylate (2.93 g) and 2-amino-3-methylpyridine (3.24 g) in 1,2-dimethoxyethane (100 ml) was refluxed for 3 hours. The resulting mixture was evaporated in vacuo. To the residue was added water and ethyl acetate, and the resulting mixture was acidified to pH 0.5 with conc. hydrochloric acid. The separated aqueous layer was adjusted to pH 7.0 with 20% aqueous potassium carbonate and extracted with ethyl acetate. The extract was washed with ... Product: NC=1SC(=C(N1)C(=O)OCC)C=1N=C2N(C=CC=C2C)C1 (2-(2-amino-4-ethoxycarbonyl-5-thiazolyl)-8-methylimidazo[1,2-a]pyridine). The reactants are NC=1SC(=C(N1)C(=O)OCC)C(CBr)=O (ethyl 2-amino-5-(2-bromoacetyl)-4-thiazolecarboxylate), NC1=NC=CC=C1C (2-amino-3-methylpyridine). RXN SMILES: [NH2:1][C:2]1[S:3][C:4]([C:12](=O)[CH2:13]Br)=[C:5]([C:7]([O:9][CH2:10][CH3:11])=[O:8])[N:6]=1.[NH2:16][C:17]1[C:22]([CH3:23])=[CH:21][CH:20]=[CH:19][N:18]=1>COCCOC>[NH2:1][C:2]1[S:3][C:4]([C:12]2[N:16]=[C:17]3[C:22]([CH3:23])=[CH:21][CH:20]=[CH:19][N:18]3[CH:13]=2)=[C:5]([C:7]([O:9][CH2:10][CH3:11])=[O:8])[N:6]=1. Yield: 79.4%. Reactants: ClC1=C(C=CC=C1)OCC1CO1 (3-(2-chloro-phenyloxy)-1,2-epoxy-propane), NCCOC1=NC=C(C(=O)N)C=C1 (6-(2-aminoethoxy)-nicotinic acid amide). Solvent: C(C)(C)O (isopropanol). Yields the product C(N)(=O)C=1C=CC(=NC1)OCCNCC(COC1=C(C=CC=C1)Cl)O (1-[2-(5-carbamoyl-2-pyridyloxy)-ethyl-amino]-3-(2-chloro-phenoxy)-2-propanol). RXN SMILES: [Cl:1][C:2]1[CH:7]=[CH:6][CH:5]=[CH:4][C:3]=1[O:8][CH2:9][CH:10]1[O:12][CH2:11]1.[NH2:13][CH2:14][CH2:15][O:16][C:17]1[CH:25]=[CH:24][C:20]([C:21]([NH2:23])=[O:22])=[CH:19][N:18]=1>C(O)(C)C>[C:21]([C:20]1[CH:24]=[CH:25][C:17]([O:16][CH2:15][CH2:14][NH:13][CH2:11][CH:10]([OH:12])[CH2:9][O:8][C:3]2[CH:4]=[CH:5][CH:6]=[CH:7][C:2]=2[Cl:1])=[N:18][CH:19]=1)(=[O:22])[NH2:23]. Procedure: 9.2 g of 3-(2-chloro-phenyloxy)-1,2-epoxy-propane are added to a solution of 9.0 g of 6-(2-aminoethoxy)-nicotinic acid amide in 200 ml of isopropanol and the mixture is heated under reflux for 4 hours. After evaporating off the solvent under reduced pressure, 1-[2-(5-carbamoyl-2-pyridyloxy)-ethyl-amino]-3-(2-chloro-phenoxy)-2-propanol is obtained; its hydrochloride melts at 202°-204° C. after recrystallisation from methanol.